Dataset: the Open Reaction Database (ORD), a public repository of structured organic reaction records. Task: describe an organic reaction: reactants, conditions, products, and yield Starting materials: ClC1=CC=2C(N3C(N(C2C=C1)C)=CC(=N3)C(=O)OCC)=O (7-chloro-4,9-dihydro-4-methyl-9-oxo-pyrazolo[5,1-b]quinazoline-2-carboxylic acid, ethyl ester), [OH-].[Na+] (sodium hydroxide). The solvent is CO (methanol). Yields the product ClC1=CC=2C(N3C(N(C2C=C1)C)=CC(=N3)C(=O)O)=O (7-chloro-4,9-dihydro-4-methyl-9-oxo-pyrazolo[5,1-b]quinazoline-2-carboxylic acid). Reaction SMILES: [Cl:1][C:2]1[CH:11]=[CH:10][C:9]2[N:8]([CH3:12])[C:7]3=[CH:13][C:14]([C:16]([O:18]CC)=[O:17])=[N:15][N:6]3[C:5](=[O:21])[C:4]=2[CH:3]=1.[OH-].[Na+]>CO>[Cl:1][C:2]1[CH:11]=[CH:10][C:9]2[N:8]([CH3:12])[C:7]3=[CH:13][C:14]([C:16]([OH:18])=[O:17])=[N:15][N:6]3[C:5](=[O:21])[C:4]=2[CH:3]=1 |f:1.2|. Procedure details: From 0.6 g of 7-chloro-4,9-dihydro-4-methyl-9-oxo-pyrazolo[5,1-b]quinazoline-2-carboxylic acid, ethyl ester, 22 ml of 0.1 N aqueous sodium hydroxide and 66 ml of methanol, following the procedure of Example 14, there is obtained 7-chloro-4,9-dihydro-4-methyl-9-oxo-pyrazolo[5,1-b]quinazoline-2-carboxylic acid; mp 280° C., after crystallization from dimethylformamide/methanol. The reactants are C1(CCCC1)=NN1C(C(=C(C2=CC=CC=C12)O)C1=NS(C2=C(N1)C=CC=C2)(=O)=O)=O (1-(cyclopentylideneamino)-3-(1,1-dioxido-4H-1,2,4-benzothiadiazin-3-yl)-4-hydroxyquinolin-2(1H)-one), CO (methanol), solution, [BH4-].[Li+] (lithium borohydride), Cl (hydrochloric acid). The solvent is O1CCCC1 (tetrahydrofuran), O1CCCC1 (tetrahydrofuran), O (water). Reaction conditions: temperature 25 celsius, time 1 hour. Yields the product C1(CCCC1)NN1C(C(=C(C2=CC=CC=C12)O)C1=NS(C2=C(N1)C=CC=C2)(=O)=O)=O (1-(cyclopentylamino)-3-(1,1-dioxido-4H-1,2,4-benzothiadiazin-3-yl)-4-hydroxyquinolin-2(1H)-one). RXN SMILES: [C:1]1(=[N:6][N:7]2[C:16]3[C:11](=[CH:12][CH:13]=[CH:14][CH:15]=3)[C:10]([OH:17])=[C:9]([C:18]3[NH:23][C:22]4[CH:24]=[CH:25][CH:26]=[CH:27][C:21]=4[S:20](=[O:29])(=[O:28])[N:19]=3)[C:8]2=[O:30])[CH2:5][CH2:4][CH2:3][CH2:2]1.CO.[BH4-].[Li+].Cl>O1CCCC1.O>[CH:1]1([NH:6][N:7]2[C:16]3[C:11](=[CH:12][CH:13]=[CH:14][CH:15]=3)[C:10]([OH:17])=[C:9]([C:18]3[NH:23][C:22]4[CH:24]=[CH:25][CH:26]=[CH:27][C:21]=4[S:20](=[O:28])(=[O:29])[N:19]=3)[C:8]2=[O:30])[CH2:2][CH2:3][CH2:4][CH2:5]1 |f:2.3|. Procedure details: The product of Example 235A (0.030 g, 0.071 mmol) in tetrahydrofuran (2.0 mL) and methanol (0.010 mL, 0.28 mmol) at 0° C. was treated with dropwise addition of a 2.0M solution of lithium borohydride in tetrahydrofuran (0.060 mL, 0.12 mmol). The reaction was stirred at 25° C. for 1 hour, acidified with 1 M hydrochloric acid to a pH of approximately 2-4, diluted with water, and the resulting precipitate was collected by filtration and dried to give the title compound. The sodium salt of the title ...